Dataset: the Open Reaction Database (ORD), a public repository of structured organic reaction records. Task: describe an organic reaction: reactants, conditions, products, and yield The reactants are CC=1NC=CN1 (2-methyl-1H-imidazole), ClC1=CC=C(C=N1)C(=O)OC (methyl 6-chloropyridine-3-carboxylate), C(C)(C)N(C(C)C)CC (N,N-diisopropyl-ethyl-amine), CC=1NC=CN1 (2-methyl-1H-imidazole), C(C)(=O)OCC (Ethyl acetate). Run in CN1C(CCC1)=O (N-methylpyrrolidone). Run at temperature 100 celsius, time 2 day. Product: CC=1N(C=CN1)C1=CC=C(C=N1)C(=O)O (6-(2-Methyl-1H-imidazol-1-yl)pyridine-3-carboxylic acid). Reaction SMILES: Cl[C:2]1[N:7]=[CH:6][C:5]([C:8]([O:10]C)=[O:9])=[CH:4][CH:3]=1.C(N(CC)C(C)C)(C)C.[CH3:21][C:22]1[NH:23][CH:24]=[CH:25][N:26]=1.C(OCC)(=O)C>CN1CCCC1=O>[CH3:21][C:22]1[N:23]([C:2]2[N:7]=[CH:6][C:5]([C:8]([OH:10])=[O:9])=[CH:4][CH:3]=2)[CH:24]=[CH:25][N:26]=1. Reported procedure: A mixture of methyl 6-chloropyridine-3-carboxylate (0.75 g), N,N-diisopropyl-ethyl-amine (1.75 mL) and 2-methyl-1H-imidazole (0.58 g) in N-methylpyrrolidone (6 mL) is heated to 100° C. overnight. Additional 2-methyl-1H-imidazole (0.58 g) is added and the reaction continues at 100° C. for two days. Ethyl acetate is added and the mixture is washed with saturated ammonium chloride. The organic phase is dried over MgSO4 and concentrated in vacuo. The crude ester is dissolved in MeOH (4 mL) and KOH (... Reactants: [F-].[K+] (potassium fluoride), BrC1=NC2=C(C(=NC(=C2)C#N)C=2C=NC=C(C2)Cl)N1C[C@@H]1CC[C@H](CC1)C (2-bromo-4-(5-chloropyridin-3-yl)-3-[(trans-4-methylcyclohexyl)methyl]-3H-imidazo[4,5-c]pyridine-6-carbonitrile), N1[C@@H]2[C@@H](NCC1=O)CCC2 ((4aS,7aS)-octahydro-2H-cyclopenta[b]pyrazin-2-one), CCN(C(C)C)C(C)C (DIEA). Solvent: C(C)(=O)OCC (ethyl acetate), CS(=O)C (DMSO). Run at temperature 100 celsius. The product is ClC=1C=C(C=NC1)C1=NC(=CC2=C1N(C(=N2)N2[C@@H]1[C@@H](NC(C2)=O)CCC1)C[C@@H]1CC[C@H](CC1)C)C#N (4-(5-chloropyridin-3-yl)-3-[(trans-4-methylcyclohexyl)methyl]-2-[(4aS,7aS)-3-oxooctahydro-1H-cyclopenta[b]pyrazin-1-yl]-3H-imidazo[4,5-c]pyridine-6-carbonitrile). RXN SMILES: [F-].[K+].Br[C:4]1[N:21]([CH2:22][C@H:23]2[CH2:28][CH2:27][C@H:26]([CH3:29])[CH2:25][CH2:24]2)[C:7]2[C:8]([C:14]3[CH:15]=[N:16][CH:17]=[C:18]([Cl:20])[CH:19]=3)=[N:9][C:10]([C:12]#[N:13])=[CH:11][C:6]=2[N:5]=1.[NH:30]1[C:35](=[O:36])[CH2:34][NH:33][C@H:32]2[CH2:37][CH2:38][CH2:39][C@H:31]12.CCN(C(C)C)C(C)C>C(OCC)(=O)C.CS(C)=O>[Cl:20][C:18]1[CH:19]=[C:14]([C:8]2[C:7]3[N:21]([CH2:22][C@H:23]4[CH2:28][CH2:27][C@H:26]([CH3:29])[CH2:25][CH2:24]4)[C:4]([N:33]4[CH2:34][C:35](=[O:36])[NH:30][C@H:31]5[CH2:39][CH2:38][CH2:37][C@H:32]45)=[N:5][C:6]=3[CH:11]=[C:10]([C:12]#[N:13])[N:9]=2)[CH:15]=[N:16][CH:17]=1 |f:0.1|. Reported procedure: A vial was charged with potassium fluoride (163 mg, 2.81 mmol), 2-bromo-4-(5-chloropyridin-3-yl)-3-[(trans-4-methylcyclohexyl)methyl]-3H-imidazo[4,5-c]pyridine-6-carbonitrile (Preparative Example 3.1, 250 mg, 0.562 mmol), (4aS,7aS)-octahydro-2H-cyclopenta[b]pyrazin-2-one (189 mg, 1.349 mmol), DMSO (1730 μl) and DIEA (491 μl, 2.81 mmol). The vial was capped and heated to 100° C. overnight. The mixture was then cooled to room temperature, diluted with ethyl acetate and washed with water and brine.... Reactants: BrCCN1C(C=2C(C1=O)=CC=CC2)=O (N-(2-bromoethyl)phthalimide), CN(C=O)C (dimethylformamide), CC(C)([O-])C.[K+] (Potassium-tert-butoxide), CN(C=O)C (dimethylformamide), C(C)(=S)O (thioacetic acid), CN(C=O)C (dimethylformamide). The solvent is O (water). Run at time 1 hour. Product: C(C)(=O)SCCN1C(C2=CC=CC=C2C1=O)=O (2-(Acetylthioethyl)-1,3-isoindoledione). Reaction SMILES: CC(C)([O-])C.[K+].CN(C)C=O.[C:12]([OH:15])(=[S:14])[CH3:13].Br[CH2:17][CH2:18][N:19]1[C:23](=[O:24])[C:22]2=[CH:25][CH:26]=[CH:27][CH:28]=[C:21]2[C:20]1=[O:29]>O>[C:12]([S:14][CH2:17][CH2:18][N:19]1[C:20](=[O:29])[C:21]2[C:22](=[CH:25][CH:26]=[CH:27][CH:28]=2)[C:23]1=[O:24])(=[O:15])[CH3:13] |f:0.1|. Procedure details: 0.855 kg (7.9M) Potassium-tert-butoxide is added in portions at -5° under nitrogen atmosphere to 4 1 dimethylformamide. A solution of 0.6 kg (7.9M) thioacetic acid in 2 1 dimethylformamide is added in a steady stream at such a rate that the temperature can be maintained between -5° and 0° . The reaction mixture is then stirred for 1 hour at -5° . 2.0 kg (7.9M) N-(2-bromoethyl)phthalimide in 4 1 dimethylformamide is added to the reaction mixture at such a rate that the temperature does not exceed... The solvent is C(C)O (ethanol). Reaction SMILES: [NH2:1][C:2]1[N:7]=[C:6]([Cl:8])[C:5]([NH:9]C=O)=[C:4]([Cl:12])[N:3]=1.O.P(=O)(O)(O)O>C(O)C>[NH2:1][C:2]1[N:7]=[C:6]([Cl:8])[C:5]([NH2:9])=[C:4]([Cl:12])[N:3]=1. Reported procedure: A mixture of 2-amino-4,6-dichloro-5-[(dimethylamino)methylene]amino}pyrimidine (Example 2, 500 mg, 2.14 mmol), pH 3.2 aqueous potassium phosphate buffer (1.5 M, 6 mL, prepared as described in Example 3), water (1 mL), and ethanol (5 mL) was refluxed gently for 28 hours. During the reflux period, pH was maintained at ca. 3 by addition of 85% phosphoric acid. Volatiles were evaporated in vacuo and the residual solids partitioned between water (30 mL, adjusted to ph 8 with dilute ammonium hydroxide... The product is NC1=NC(=C(C(=N1)Cl)N)Cl (2,5-Diamino-4,6-dichloropyrimidine). Reactants: P(O)(O)(O)=O (phosphoric acid), 2-amino-4,6-dichloro-5-[(dimethylamino)methylene]amino, NC1=NC(=C(C(=N1)Cl)NC=O)Cl (N-(2-Amino-4,6-dichloro-5-pyrimidinyl)formamide), O (water).